Dataset: the Open Reaction Database (ORD), a public repository of structured organic reaction records. Task: describe an organic reaction: reactants, conditions, products, and yield The reactants are Cl (HCl), FC=1C=C2C(C(NC2=CC1)=O)=O (5-fluoroisatin), ClC1=C(C=CC(=C1)CN1CCOCC1)C(C)=O (1-(2-chloro-4-(morpholinomethyl)phenyl)ethanone), [OH-].[K+] (KOH). Run in CCO.O (EtOH water), O (water). Reaction conditions: temperature 125 celsius, time 16 hour. The product is ClC1=C(C=CC(=C1)CN1CCOCC1)C1=NC2=CC=C(C=C2C(=C1)C(=O)O)F (2-(2-chloro-4-(morpholinomethyl)phenyl)-6-fluoroquinoline-4-carboxylic acid). Yield: 29.4%. RXN SMILES: [F:1][C:2]1[CH:3]=[C:4]2[C:8](=[CH:9][CH:10]=1)[NH:7][C:6](=[O:11])[C:5]2=O.[Cl:13][C:14]1[CH:19]=[C:18]([CH2:20][N:21]2[CH2:26][CH2:25][O:24][CH2:23][CH2:22]2)[CH:17]=[CH:16][C:15]=1[C:27](=O)[CH3:28].[OH-:30].[K+].Cl>CCO.O.O>[Cl:13][C:14]1[CH:19]=[C:18]([CH2:20][N:21]2[CH2:22][CH2:23][O:24][CH2:25][CH2:26]2)[CH:17]=[CH:16][C:15]=1[C:27]1[CH:28]=[C:5]([C:6]([OH:11])=[O:30])[C:4]2[C:8](=[CH:9][CH:10]=[C:2]([F:1])[CH:3]=2)[N:7]=1 |f:2.3,5.6|. Procedure: A mixture of 5-fluoroisatin (702 mg, 4.25 mmol) and 1-(2-chloro-4-(morpholinomethyl)phenyl)ethanone (1.08 g, 4.25 mmol) (preparation 17) was prepared in EtOH/water (1:1) (10 ml) and then KOH (2.38 g, 42.49 mmol) was added and the resulting mixture heated under microwave irradiation at mw, 125° C. for 20 mins. The mixture was then diluted with water (10 ml) acidified to pH3 with 2M aqueous HCl, stirred for 16 h at room temperature and the resulting precipitate filtered, washed with water (2×10 ml... Starting materials: FC=1C=CC(=C(C1)C(CC1(OC1)C(F)(F)F)(C)C)OC (racemic 2-{2-[5-fluoro-2-(methyloxy)phenyl]-2-methylpropyl}-2-(trifluoromethyl)oxirane), FC1=CC=C(C=C1)N1N=CC=2C(=CC=CC12)N (1-(4-fluorophenyl)-1H-indazol-4-amine), FC1=CC=C(C=C1)N1N=CC=2C(=CC=CC12)N (1-(4-fluorophenyl)-1H-indazol-4-amine). Product: FC(C(CC(C)(C)C1=C(C=CC(=C1)F)OC)(O)CNC1=C2C=NN(C2=CC=C1)C1=CC=C(C=C1)F)(F)F (1,1,1-Trifluoro-4-[5-fluoro-2-(methyloxy)phenyl]-2-({[1-(4-fluorophenyl)-1H-indazol-4-yl]amino}methyl)-4-methyl-2-pentanol). As a reaction SMILES: [F:1][C:2]1[CH:3]=[CH:4][C:5]([O:19][CH3:20])=[C:6]([C:8]([CH3:18])([CH3:17])[CH2:9][C:10]2([C:13]([F:16])([F:15])[F:14])[CH2:12][O:11]2)[CH:7]=1.[F:21][C:22]1[CH:27]=[CH:26][C:25]([N:28]2[C:36]3[CH:35]=[CH:34][CH:33]=[C:32]([NH2:37])[C:31]=3[CH:30]=[N:29]2)=[CH:24][CH:23]=1>>[F:14][C:13]([F:16])([F:15])[C:10]([CH2:12][NH:37][C:32]1[CH:33]=[CH:34][CH:35]=[C:36]2[C:31]=1[CH:30]=[N:29][N:28]2[C:25]1[CH:26]=[CH:27][C:22]([F:21])=[CH:23][CH:24]=1)([OH:11])[CH2:9][C:8]([C:6]1[CH:7]=[C:2]([F:1])[CH:3]=[CH:4][C:5]=1[O:19][CH3:20])([CH3:18])[CH3:17]. Procedure: Prepared similarly to Example 1 from racemic 2-{2-[5-fluoro-2-(methyloxy)phenyl]-2-methylpropyl}-2-(trifluoromethyl)oxirane and 1-(4-fluorophenyl)-1H-indazol-4-amine (Intermediate 2). Reactants: CC(C)O, CCCN1C(=O)C(F)(F)CN(C2CCCC2)c2nc(Cl)ncc21, CN1CCC(NC(=O)c2ccc(N)cc2)CC1, O, Cc1ccc(S(=O)(=O)O)cc1. The product is CCCN1C(=O)C(F)(F)CN(C2CCCC2)c2nc(Nc3ccc(C(=O)NC4CCN(C)CC4)cc3)ncc21. As a reaction SMILES: [CH3:53][CH:54]([OH:55])[CH3:56].[Cl:1][c:2]1[n:3][cH:4][c:5]2[c:6]([n:23]1)[N:7]([CH:18]1[CH2:19][CH2:20][CH2:21][CH2:22]1)[CH2:8][C:9]([F:16])([F:17])[C:10](=[O:15])[N:11]2[CH2:12][CH2:13][CH3:14].[NH2:24][c:25]1[cH:26][cH:27][c:28]([C:29](=[O:30])[NH:31][CH:32]2[CH2:33][CH2:34][N:35]([CH3:38])[CH2:36][CH2:37]2)[cH:39][cH:40]1.[OH2:41].[c:42]1([CH3:43])[cH:44][cH:45][c:46]([S:47]([OH:48])(=[O:49])=[O:50])[cH:51][cH:52]1>>[c:2]1([NH:24][c:25]2[cH:26][cH:27][c:28]([C:29](=[O:30])[NH:31][CH:32]3[CH2:33][CH2:34][N:35]([CH3:38])[CH2:36][CH2:37]3)[cH:39][cH:40]2)[n:3][cH:4][c:5]2[c:6]([n:23]1)[N:7]([CH:18]1[CH2:19][CH2:20][CH2:21][CH2:22]1)[CH2:8][C:9]([F:16])([F:17])[C:10](=[O:15])[N:11]2[CH2:12][CH2:13][CH3:14]. Starting materials: Cc1nc2n(c(=O)c1CC=O)CCCC2, Cc1ccccc1, Fc1ccc2c(C3CCNCC3)noc2c1. The product is Cc1nc2n(c(=O)c1C=CN1CCC(c3noc4cc(F)ccc34)CC1)CCCC2. As a reaction SMILES: [CH3:1][c:2]1[n:3][c:4]2[n:5]([c:6](=[O:11])[c:7]1[CH2:8][CH:9]=[O:10])[CH2:12][CH2:13][CH2:14][CH2:15]2.[CH3:32][c:33]1[cH:34][cH:35][cH:36][cH:37][cH:38]1.[F:16][c:17]1[cH:18][c:19]2[c:20]([c:21]([CH:24]3[CH2:25][CH2:26][NH:27][CH2:28][CH2:29]3)[n:22][o:23]2)[cH:30][cH:31]1>>[CH3:1][c:2]1[n:3][c:4]2[n:5]([c:6](=[O:11])[c:7]1[CH:8]=[CH:9][N:27]1[CH2:26][CH2:25][CH:24]([c:21]3[c:20]4[c:19]([cH:18][c:17]([F:16])[cH:31][cH:30]4)[o:23][n:22]3)[CH2:29][CH2:28]1)[CH2:12][CH2:13][CH2:14][CH2:15]2. The reactants are CC(=O)OC(C)=O, CC(CCCc1ccccc1)c1cc2c(cc1O)C1=C(CCCC1=O)C(C)(C)N2, c1ccncc1. Product: CC(=O)Oc1cc2c(cc1C(C)CCCc1ccccc1)NC(C)(C)C1=C2C(=O)CCC1. RXN SMILES: [CH3:30][C:31](=[O:32])[O:33][C:34](=[O:35])[CH3:36].[OH:1][c:2]1[cH:3][c:4]2[c:9]([cH:10][c:11]1[CH:12]([CH2:13][CH2:14][CH2:15][c:16]1[cH:17][cH:18][cH:19][cH:20][cH:21]1)[CH3:22])[NH:8][C:7]([CH3:23])([CH3:24])[C:6]1=[C:5]2[C:28](=[O:29])[CH2:27][CH2:26][CH2:25]1.[cH:37]1[cH:38][cH:39][n:40][cH:41][cH:42]1>>[O:1]([c:2]1[cH:3][c:4]2[c:9]([cH:10][c:11]1[CH:12]([CH2:13][CH2:14][CH2:15][c:16]1[cH:17][cH:18][cH:19][cH:20][cH:21]1)[CH3:22])[NH:8][C:7]([CH3:23])([CH3:24])[C:6]1=[C:5]2[C:28](=[O:29])[CH2:27][CH2:26][CH2:25]1)[C:31]([CH3:30])=[O:32]. The reactants are N[C@@H](CCCCN)C(=O)O (lysine), B1C2CCCC1CCC2 (9-BBN). Solvent: CO (MeOH), O1CCCC1 (THF), O1CCCC1 (tetrahydrofuran). Reaction conditions: temperature 50 celsius, time 1 hour. Product: B1C2CCCC1CCC2.N[C@@H](CCCCN)C(=O)O (9-BBN lysine). RXN SMILES: [NH2:1][C@H:2]([C:8]([OH:10])=[O:9])[CH2:3][CH2:4][CH2:5][CH2:6][NH2:7].[BH:11]1[CH:16]2[CH2:17][CH2:18][CH2:19][CH:12]1[CH2:13][CH2:14][CH2:15]2>CO.O1CCCC1>[BH:11]1[CH:16]2[CH2:17][CH2:18][CH2:19][CH:12]1[CH2:13][CH2:14][CH2:15]2.[NH2:1][C@H:2]([C:8]([OH:10])=[O:9])[CH2:3][CH2:4][CH2:5][CH2:6][NH2:7] |f:4.5|. Procedure: A sample of lysine, 1, (1 eq) is stirred in MeOH (0.03M solution) at ambient temperature. An aliquot of a solution of 9-borobicyclononane (9-BBN) (1 eq), 2, in tetrahydrofuran (THF) is introduced by syringe, and the cloudy reaction mixture is stirred under refluxing conditions (˜50° C.) over 1 hour to give a clear colorless solution. The volatile organic solvents are removed under reduced pressure to give a solid that is then redissolved in warm (˜40° C.) THF and filtered to provide a colorless ... The product is CC1CN(C(=O)OC(C)(C)C)CC1O. RXN SMILES: [C:3]([CH3:4])([CH3:5])([CH3:6])[O:7][C:8](=[O:9])[N:10]1[CH2:11][CH:12]2[O:13][CH:14]2[CH2:15]1.[CH3:16][CH2:17][O:18][CH2:19][CH3:20].[Cu:21][I:22].[Li:1][CH3:2]>>[CH3:2][CH:12]1[CH2:11][N:10]([C:8]([O:7][C:3]([CH3:4])([CH3:5])[CH3:6])=[O:9])[CH2:15][CH:14]1[OH:13]. The reactants are CC(C)(C)OC(=O)N1CC2OC2C1, CCOCC, [Cu]I, [Li]C.